This data is from the Open Reaction Database (ORD), a public repository of structured organic reaction records. The task is: describe an organic reaction: reactants, conditions, products, and yield Starting materials: FC=1C=CC=2N=CNC(C2N1)=O (6-fluoro-3H-pyrido[3,2-d]pyrimid-4-one), O=P(Cl)(Cl)Cl (POCl3). Reported procedure: A suspension of 6-fluoro-3H-pyrido[3,2-d]pyrimid-4-one (0.20 g, 1.21 mmol) in POCl3 (30mL) is heated under reflux with stirring until homogeneous (2 h), and then for a further 1 h. Excess POCl3 is removed under reduced pressure, and the residue is partitioned between CH2Cl2 and saturated aqueous NaHCO3. Workup of the organic portion gives crude 4-chloro-6-fluoropyrido[3,2-d]pyrimidine (100%) as an unstable white solid which is used directly in the next step. Isolated yield 100.0%. RXN SMILES: [F:1][C:2]1[CH:3]=[CH:4][C:5]2[N:6]=[CH:7][NH:8][C:9](=O)[C:10]=2[N:11]=1.O=P(Cl)(Cl)[Cl:15]>>[Cl:15][C:9]1[C:10]2[N:11]=[C:2]([F:1])[CH:3]=[CH:4][C:5]=2[N:6]=[CH:7][N:8]=1. Product: ClC=1C2=C(N=CN1)C=CC(=N2)F (4-chloro-6-fluoropyrido[3,2-d]pyrimidine). Conditions: time 2 hour. Reactants: FC(C(=O)N1C(C2=CC=C(C=C2CC1)OC)C1CCN(CC1)S(=O)(=O)C=1N=CN(C1)C)(F)F (2,2,2-trifluoro-1-{6-methoxy-1-[1-(1-methyl-1H-imidazole-4-sulfonyl)-piperidin-4-yl]-3,4-dihydro-1H-isoquinolin-2-yl}-ethanone), CO (MeOH), B(Br)(Br)Br (boron tribromide), solution, C(=O)(O)[O-].[Na+] (NaHCO3). Solvent: C(Cl)Cl (CH2Cl2), C(Cl)Cl (CH2Cl2). Run at time 8 hour. Product: FC(C(=O)N1C(C2=CC=C(C=C2CC1)O)C1CCN(CC1)S(=O)(=O)C=1N=CN(C1)C)(F)F (2,2,2-Trifluoro-1-{6-hydroxy-1-[1-(1-methyl-1H-imidazole-4-sulfonyl)-piperidin-4-yl]-3,4-dihydro-1H-isoquinolin-2-yl}-ethanone), solid. Isolated yield 79.7%. As a reaction SMILES: [F:1][C:2]([F:33])([F:32])[C:3]([N:5]1[CH2:14][CH2:13][C:12]2[C:7](=[CH:8][CH:9]=[C:10]([O:15]C)[CH:11]=2)[CH:6]1[CH:17]1[CH2:22][CH2:21][N:20]([S:23]([C:26]2[N:27]=[CH:28][N:29]([CH3:31])[CH:30]=2)(=[O:25])=[O:24])[CH2:19][CH2:18]1)=[O:4].B(Br)(Br)Br.CO.C([O-])(O)=O.[Na+]>C(Cl)Cl>[F:32][C:2]([F:1])([F:33])[C:3]([N:5]1[CH2:14][CH2:13][C:12]2[C:7](=[CH:8][CH:9]=[C:10]([OH:15])[CH:11]=2)[CH:6]1[CH:17]1[CH2:18][CH2:19][N:20]([S:23]([C:26]2[N:27]=[CH:28][N:29]([CH3:31])[CH:30]=2)(=[O:25])=[O:24])[CH2:21][CH2:22]1)=[O:4] |f:3.4|. Procedure details: To a stirred solution of 2,2,2-trifluoro-1-{6-methoxy-1-[1-(1-methyl-1H-imidazole-4-sulfonyl)-piperidin-4-yl]-3,4-dihydro-1H-isoquinolin-2-yl}-ethanone (0.036 g, 0.074 mmol) in CH2Cl2 (3 ml) under an atmosphere of N2 cooled to −78° C. was added boron tribromide as a 1.0 M solution in CH2Cl2 (0.3 ml, 0.3 mmol). The reaction mixture was stirred overnight slowly, while allowing it to warm to RT. MeOH (1 ml) was added to the reaction mixture and stirring was continued at RT for 10 minutes. Sat. NaHC... As a reaction SMILES: [CH3:1][c:2]1[cH:3][c:4]2[c:8]([c:9]([N+:11]([O-:12])=[O:13])[cH:10]1)[N:7]([c:14]1[c:15]([C:16](=[O:17])[OH:18])[cH:19][cH:20][cH:21][cH:22]1)[CH2:6][CH2:5]2.[CH3:24][CH2:25][OH:26].[ClH:23]>>[CH3:1][c:2]1[cH:3][c:4]2[c:8]3[c:9]([cH:10]1)[NH:11][C:16](=[O:17])[c:15]1[c:14]([cH:22][cH:21][cH:20][cH:19]1)[N:7]3[CH2:6][CH2:5]2. The product is Cc1cc2c3c(c1)NC(=O)c1ccccc1N3CC2. Reactants: Cc1cc2c(c([N+](=O)[O-])c1)N(c1ccccc1C(=O)O)CC2, CCO, Cl. Reactants: C[SiH](C)OCC(C1C(=O)NC1O[Si](C)(C)C)C(C)(C)C, CC(=O)O, CC(=O)OC(C)=O, CCOC(C)=O, CN(C)c1ccncc1. Yields the product CC(=O)OC1NC(=O)C1C(CO[SiH](C)C)C(C)(C)C. Reaction SMILES: [C:1]([CH3:2])([CH3:3])([CH3:4])[CH:5]([CH2:6][O:7][SiH:8]([CH3:9])[CH3:10])[CH:11]1[C:12](=[O:20])[NH:13][CH:14]1[O:15][Si:16]([CH3:17])([CH3:18])[CH3:19].[CH3:21][C:22]([OH:23])=[O:24].[CH3:25][C:26]([O:27][C:28](=[O:29])[CH3:30])=[O:31].[CH3:32][CH2:33][O:34][C:35](=[O:36])[CH3:37].[CH3:38][N:39]([CH3:40])[c:41]1[cH:42][cH:43][n:44][cH:45][cH:46]1>>[C:1]([CH3:2])([CH3:3])([CH3:4])[CH:5]([CH2:6][O:7][SiH:8]([CH3:9])[CH3:10])[CH:11]1[C:12](=[O:20])[NH:13][CH:14]1[O:15][C:22]([CH3:21])=[O:23]. Starting materials: CC(C)([O-])C.[K+] (potassium tert-butoxide), C(C)OC(=O)C1=CC=2C(=NC(=CC2)Cl)N1 (6-chloro-1H-pyrrolo[2,3-b]pyridine-2-carboxylic acid ethyl ester), C(C)(C)(C)OC(=O)N1S(O[C@H](C1)C)(=O)=O ((S)-5-methyl-2,2-dioxo-[1,2,3]oxathiazolidine-3-carboxylic acid tert-butyl ester). The solvent is CN(C=O)C (N,N-dimethylformamide). Conditions: time 30 minute. Product: C(C)OC(=O)C1=CC=2C(=NC(=CC2)Cl)N1[C@@H](CNC(=O)OC(C)(C)C)C ((R)-1-(2-tert-Butoxycarbonylamino-1-methyl-ethyl)-6-chloro-1H-pyrrolo[2,3-b]pyridine-2-carboxylic acid ethyl ester). The yield is 98.0%. Reaction SMILES: [CH2:1]([O:3][C:4]([C:6]1[NH:15][C:9]2=[N:10][C:11]([Cl:14])=[CH:12][CH:13]=[C:8]2[CH:7]=1)=[O:5])[CH3:2].CC(C)([O-])C.[K+].[C:22]([O:26][C:27]([N:29]1[CH2:33][C@H:32]([CH3:34])OS1(=O)=O)=[O:28])([CH3:25])([CH3:24])[CH3:23]>CN(C)C=O>[CH2:1]([O:3][C:4]([C:6]1[N:15]([C@H:32]([CH3:34])[CH2:33][NH:29][C:27]([O:26][C:22]([CH3:25])([CH3:24])[CH3:23])=[O:28])[C:9]2=[N:10][C:11]([Cl:14])=[CH:12][CH:13]=[C:8]2[CH:7]=1)=[O:5])[CH3:2] |f:1.2|. Procedure: A solution of 3.0 g (13.3 mmol) 6-chloro-1H-pyrrolo[2,3-b]pyridine-2-carboxylic acid ethyl ester in 70 ml N,N-dimethylformamide was cooled to 0 deg C. and 1.58 g (14.0 mmol) potassium tert-butoxide was added. After 30 min, 3.49 g (14.7 mmol) (S)-5-methyl-2,2-dioxo-[1,2,3]oxathiazolidine-3-carboxylic acid tert-butyl ester was added in one portion. The cooling bath was removed and after 1.5 h the reaction mixture was poured into 100 ml 10% aqueous citric acid. The layers were separated and the aqu... Reactants: C(C)O (ethanol), CC1=CC=C(C=C1)C(C)(C(C)=O)C (2-(4-methylphenyl)-2-methyl-3-butanone), O(C1=CC=CC=C1)C=1C=C(C=O)C=CC1 (3-phenoxybenzaldehyde), [OH-].[K+] (KOH). Solvent: O (water). Run at time 20 minute. The product is O(C1=CC=CC=C1)C=1C=C(C=CC1)C=CC(C(C)(C)C1=CC=C(C=C1)C)=O (1-(3-phenoxyphenyl)-4-(4-methylphenyl)-4-methyl-1-penten-3-one). The yield is 97.0%. Reaction SMILES: C(O)C.[CH3:4][C:5]1[CH:10]=[CH:9][C:8]([C:11]([CH3:16])([C:13](=[O:15])[CH3:14])[CH3:12])=[CH:7][CH:6]=1.[O:17]([C:24]1[CH:25]=[C:26]([CH:29]=[CH:30][CH:31]=1)[CH:27]=O)[C:18]1[CH:23]=[CH:22][CH:21]=[CH:20][CH:19]=1.[OH-].[K+]>O>[O:17]([C:24]1[CH:25]=[C:26]([CH:27]=[CH:14][C:13](=[O:15])[C:11]([C:8]2[CH:9]=[CH:10][C:5]([CH3:4])=[CH:6][CH:7]=2)([CH3:16])[CH3:12])[CH:29]=[CH:30][CH:31]=1)[C:18]1[CH:19]=[CH:20][CH:21]=[CH:22][CH:23]=1 |f:3.4|. Procedure: To 50 ml of ethanol were added 5.3 g of 2-(4-methylphenyl)-2-methyl-3-butanone, 6.0 g of 3-phenoxybenzaldehyde and 6.0 g of KOH, and the mixture was stirred at room temperature for one hour and 20 minutes. Then, the reaction mixture was poured into 300 ml of water and extracted with benzene. The benzene extract was washed with water and dried, and the solvent was evaporated under reduced pressure to give 10.4 g of crude 1-(3-phenoxyphenyl)-4-(4-methylphenyl)-4-methyl-1-penten-3-one. Then, the cr...